Dataset: the Open Reaction Database (ORD), a public repository of structured organic reaction records. Task: describe an organic reaction: reactants, conditions, products, and yield The reactants are CNC1CCc2ccccc2C(O)(c2ccccc2)C1, C1COCCO1, O, O=S(=O)(O)O. The product is CNC1C=C(c2ccccc2)c2ccccc2CC1. As a reaction SMILES: [CH3:6][NH:7][CH:8]1[CH2:9][C:10]([OH:19])([c:20]2[cH:21][cH:22][cH:23][cH:24][cH:25]2)[c:11]2[c:12]([cH:15][cH:16][cH:17][cH:18]2)[CH2:13][CH2:14]1.[O:27]1[CH2:28][CH2:29][O:30][CH2:31][CH2:32]1.[OH2:26].[S:1](=[O:2])(=[O:3])([OH:4])[OH:5]>>[CH3:6][NH:7][CH:8]1[CH:9]=[C:10]([c:20]2[cH:21][cH:22][cH:23][cH:24][cH:25]2)[c:11]2[c:12]([cH:15][cH:16][cH:17][cH:18]2)[CH2:13][CH2:14]1. Reactants: solution, C(CCC)[Li] (n-butyl lithium), solution, B(OC(C)C)(OC(C)C)OC(C)C (triisopropyl borate), COCC1CCC(CC1)C1=CC=C(C=C1)I (4-(4-methoxymethylcyclohexyl)-1-iodobenzene), Cl (hydrochloric acid). The solvent is CCCCCC (hexane), C1CCOC1 (THF), C1CCOC1 (THF). Conditions: time 1.2 hour. The product is COCC1CCC(CC1)C1=CC=C(C=C1)OB(O)O (4-(4-methoxymethylcyclohexyl) phenyl boric acid). Isolated yield 20.2%. As a reaction SMILES: [CH3:1][O:2][CH2:3][CH:4]1[CH2:9][CH2:8][CH:7]([C:10]2[CH:15]=[CH:14][C:13](I)=[CH:12][CH:11]=2)[CH2:6][CH2:5]1.C([Li])CCC.[B:22]([O:31]C(C)C)([O:27]C(C)C)[O:23]C(C)C.Cl>CCCCCC.C1COCC1>[CH3:1][O:2][CH2:3][CH:4]1[CH2:9][CH2:8][CH:7]([C:10]2[CH:15]=[CH:14][C:13]([O:23][B:22]([OH:31])[OH:27])=[CH:12][CH:11]=2)[CH2:6][CH2:5]1. Procedure: To a mixture of 4-(4-methoxymethylcyclohexyl)-1-iodobenzene (297 mmol) and 250 ml of THF, was added dropwise 200 ml of a solution of n-butyl lithium (corresponding to 312 mmol) in hexane at −78° C. in 3.0 hours, and stirred at the same temperature for 1.2 hours. To the solution was added dropwise 100 ml of a solution of triisopropyl borate (594 mmol) in THF, the solution was gradually warmed up to room temperature, and then the solution was stirred overnight. After 270 ml of 7.3% hydrochloric ac... The reactants are ClC=1C=C(C(N(N1)C)=O)NC1=NN(C=C1)CC (6-Chloro-4-(1-ethyl-1H-pyrazol-3-ylamino)-2-methylpyridazin-3 (2H)-one), C(C)(=O)OCC1=C(C=CC=C1B1OC(C(O1)(C)C)(C)C)N1C(C2=CC=C(C=C2C1)C(C)(C)C)=O (2-(5-tert-Butyl-1-oxoisoindolin-2-yl)-6-(4,4,5,5-tetramethyl-1,3,2-dioxaborolan-2-yl)benzyl Acetate), C([O-])([O-])=O.[Na+].[Na+] (sodium carbonate), O.[OH-].[Li+] (Lithium hydroxide monohydrate). The reagents and catalysts are C=1C=CC(=CC1)[P](C=2C=CC=CC2)(C=3C=CC=CC3)[Pd]([P](C=4C=CC=CC4)(C=5C=CC=CC5)C=6C=CC=CC6)([P](C=7C=CC=CC7)(C=8C=CC=CC8)C=9C=CC=CC9)[P](C=1C=CC=CC1)(C=1C=CC=CC1)C=1C=CC=CC1 (tetrakis(triphenylphosphine)palladium(0)). The solvent is O (water), O1CCOCC1 (1,4-dioxane), CN(C)C=O (DMF), C(Cl)Cl.CO (methylene chloride methanol), O (water), C(Cl)Cl.CO (methylene chloride methanol), O (water). Reaction conditions: temperature 100 celsius, time 2 hour. Yields the product C(C)(C)(C)C=1C=C2CN(C(C2=CC1)=O)C1=C(C(=CC=C1)C1=NN(C(C(=C1)NC1=NN(C=C1)CC)=O)C)CO (5-tert-Butyl-2-(3-(5-(1-ethyl-1H-pyrazol-3-ylamino)-1-methyl-6-oxo-1,6-dihydropyridazin-3-yl)-2-(hydroxymethyl)phenyl)isoindolin-1-one). Yield: 31.0%. RXN SMILES: Cl[C:2]1[CH:3]=[C:4]([NH:10][C:11]2[CH:15]=[CH:14][N:13]([CH2:16][CH3:17])[N:12]=2)[C:5](=[O:9])[N:6]([CH3:8])[N:7]=1.C([O:21][CH2:22][C:23]1[C:28](B2OC(C)(C)C(C)(C)O2)=[CH:27][CH:26]=[CH:25][C:24]=1[N:38]1[CH2:46][C:45]2[C:40](=[CH:41][CH:42]=[C:43]([C:47]([CH3:50])([CH3:49])[CH3:48])[CH:44]=2)[C:39]1=[O:51])(=O)C.C(=O)([O-])[O-].[Na+].[Na+].O.[OH-].[Li+]>C(Cl)Cl.CO.O.C1C=CC([P]([Pd]([P](C2C=CC=CC=2)(C2C=CC=CC=2)C2C=CC=CC=2)([P](C2C=CC=CC=2)(C2C=CC=CC=2)C2C=CC=CC=2)[P](C2C=CC=CC=2)(C2C=CC=CC=2)C2C=CC=CC=2)(C2C=CC=CC=2)C2C=CC=CC=2)=CC=1.O1CCOCC1.CN(C=O)C>[C:47]([C:43]1[CH:44]=[C:45]2[C:40](=[CH:41][CH:42]=1)[C:39](=[O:51])[N:38]([C:24]1[CH:25]=[CH:26][CH:27]=[C:28]([C:2]3[CH:3]=[C:4]([NH:10][C:11]4[CH:15]=[CH:14][N:13]([CH2:16][CH3:17])[N:12]=4)[C:5](=[O:9])[N:6]([CH3:8])[N:7]=3)[C:23]=1[CH2:22][OH:21])[CH2:46]2)([CH3:50])([CH3:48])[CH3:49] |f:2.3.4,5.6.7,8.9,^1:70,72,91,110|. Reported procedure: A 100-mL single-neck round-bottomed flask equipped with a magnetic stirrer and nitrogen inlet was charged with 102g (548 mg, 1.18 mmol), 102f (215 mg, 0.848 mmol), sodium carbonate (306 mg, 2.88 mmol), DMF (2 mL), water (2 mL) and 1,4-dioxane (10 mL). After bubbling nitrogen through the resulting suspension for 30 min, tetrakis(triphenylphosphine)palladium(0) (222 mg, 0.192 mmol) was added. A reflux condenser was attached to the flask, and the reaction mixture was heated at 100° C. for 14 h. Aft... Reactants: S1C=NC=C1 (thiazole), C(C)OC(N(CC=1C=NC(=CC1)C)C1=C(C(=NC(=C1)Br)N)[N+](=O)[O-])=O ((2-amino-6-bromo-3-nitro-pyridin-4-yl)-(6-methyl-pyridin-3-ylmethyl)-carbamic acid ethyl ester). The product is C(C)OC(N(CC=1C=NC(=CC1)C)C1=C(C(=NC(=C1)C=1SC=CN1)N)[N+](=O)[O-])=O ((2-Amino-3-nitro-6-thiazol-2-yl-pyridin-4-yl)-(6-methyl-pyridin-3-ylmethyl)-carbamic acid ethyl ester), product. RXN SMILES: [S:1]1[CH:5]=[CH:4][N:3]=[CH:2]1.[CH2:6]([O:8][C:9](=[O:30])[N:10]([C:19]1[CH:24]=[C:23](Br)[N:22]=[C:21]([NH2:26])[C:20]=1[N+:27]([O-:29])=[O:28])[CH2:11][C:12]1[CH:13]=[N:14][C:15]([CH3:18])=[CH:16][CH:17]=1)[CH3:7]>>[CH2:6]([O:8][C:9](=[O:30])[N:10]([C:19]1[CH:24]=[C:23]([C:2]2[S:1][CH:5]=[CH:4][N:3]=2)[N:22]=[C:21]([NH2:26])[C:20]=1[N+:27]([O-:29])=[O:28])[CH2:11][C:12]1[CH:13]=[N:14][C:15]([CH3:18])=[CH:16][CH:17]=1)[CH3:7]. Reported procedure: The title compound was prepared following the example in preparation 70, using thiazole (42 mg) and (2-amino-6-bromo-3-nitro-pyridin-4-yl)-(6-methyl-pyridin-3-ylmethyl)-carbamic acid ethyl ester (100 mg), giving the product (79 mg) as a yellow gum. The reactants are O=C1CCC(=O)N1Br, CC#N, NCCCc1nc(Cl)nc2ccsc12. Product: NCCCc1nc(Cl)nc2c(Br)csc12. As a reaction SMILES: [Br:15][N:16]1[C:17](=[O:18])[CH2:19][CH2:20][C:21]1=[O:22].[CH3:23][C:24]#[N:25].[Cl:1][c:2]1[n:3][c:4]([CH2:11][CH2:12][CH2:13][NH2:14])[c:5]2[c:6]([n:7]1)[cH:8][cH:9][s:10]2>>[Cl:1][c:2]1[n:3][c:4]([CH2:11][CH2:12][CH2:13][NH2:14])[c:5]2[c:6]([n:7]1)[c:8]([Br:15])[cH:9][s:10]2.